This data is from the Open Reaction Database (ORD), a public repository of structured organic reaction records. The task is: describe an organic reaction: reactants, conditions, products, and yield Starting materials: COC(=O)C=1C(=C2C=C(C(N(C2=CN1)CCC1=CC=CC=C1)=O)C1=CC=CC=C1)O (5-hydroxy-2-oxo-1-phenethyl-3-phenyl-1,2-dihydro-[1,7]naphthyridine-6-carboxylic acid methyl ester), NCCC(=O)O (β-alanine), C[O-].[Na+] (NaOMe). Product: OC1=C2C=C(C(N(C2=CN=C1C(=O)NCCC(=O)O)CCC1=CC=CC=C1)=O)C1=CC=CC=C1 (3-[(5-Hydroxy-2-oxo-1-phenethyl-3-phenyl-1,2-dihydro-[1,7]naphthyridine-6-carbonyl)-amino]-propionic acid). Isolated yield 78.7%. RXN SMILES: CO[C:3]([C:5]1[C:6]([OH:30])=[C:7]2[C:12](=[CH:13][N:14]=1)[N:11]([CH2:15][CH2:16][C:17]1[CH:22]=[CH:21][CH:20]=[CH:19][CH:18]=1)[C:10](=[O:23])[C:9]([C:24]1[CH:29]=[CH:28][CH:27]=[CH:26][CH:25]=1)=[CH:8]2)=[O:4].[NH2:31][CH2:32][CH2:33][C:34]([OH:36])=[O:35].C[O-].[Na+]>>[OH:30][C:6]1[C:5]([C:3]([NH:31][CH2:32][CH2:33][C:34]([OH:36])=[O:35])=[O:4])=[N:14][CH:13]=[C:12]2[C:7]=1[CH:8]=[C:9]([C:24]1[CH:25]=[CH:26][CH:27]=[CH:28][CH:29]=1)[C:10](=[O:23])[N:11]2[CH2:15][CH2:16][C:17]1[CH:22]=[CH:21][CH:20]=[CH:19][CH:18]=1 |f:2.3|. Reported procedure: A mixture of 5-hydroxy-2-oxo-1-phenethyl-3-phenyl-1,2-dihydro-[1,7]naphthyridine-6-carboxylic acid methyl ester (30 mg, 0.075 mmol), β-alanine (668 mg, 7.5 mmol) and NaOMe solution (12 mL, 6 mmol, 0.5 M in MeOH) was refluxed for 16 h. After the mixture was cooled to r.t., the solvent was evaporated in vacuo. The residue was dissolved in saturated NaHCO3 and washed several times with ether. The aqueous layer was acidified to pH 2 with 6 M HCl, and the resulting precipitate was isolated by filtrat... Starting materials: C(CO)O (ethylene glycol), C1(=CC=C(C=C1)S(=O)(=O)O)C (p-toluene sulfonic acid), FC1=CC=C(C=C1)C1(CCC(CC1)=O)C#N (1-(4-Fluoro-phenyl)-4-oxo-cyclohexanecarbonitrile). The solvent is C1(=CC=CC=C1)C (toluene). The product is FC1=CC=C(C=C1)C1(CCC2(OCCO2)CC1)C#N (8-(4-Fluoro-phenyl)-1,4-dioxa-spiro[4.5]decane-8-carbonitrile). RXN SMILES: [F:1][C:2]1[CH:7]=[CH:6][C:5]([C:8]2([C:15]#[N:16])[CH2:13][CH2:12][C:11](=[O:14])[CH2:10][CH2:9]2)=[CH:4][CH:3]=1.[CH2:17](O)[CH2:18][OH:19].C1(C)C=CC(S(O)(=O)=O)=CC=1>C1(C)C=CC=CC=1>[F:1][C:2]1[CH:3]=[CH:4][C:5]([C:8]2([C:15]#[N:16])[CH2:9][CH2:10][C:11]3([O:19][CH2:18][CH2:17][O:14]3)[CH2:12][CH2:13]2)=[CH:6][CH:7]=1. Procedure: 25 g of 1-(4-Fluoro-phenyl)-4-oxo-cyclohexanecarbonitrile (73) were dissolved in 850 mL of toluene. 9 mL of ethylene glycol and 1.5 g of p-toluene sulfonic acid were added and the mixture was refluxed at a Dean-Stark apparatus for 6 h. The mixture was allowed to cool down to room temperature and extracted twice with saturated sodium bicarbonate solution and once with brine. The organic layer was dried over sodium sulfate and evaporated to dryness to give 30.15 g of crude product, that was suffic... The reactants are CSCc1cccc2cc[nH]c12, OC(c1ccc(F)cc1)C1CC1, ClCCl, O=C(O)C(F)(F)F. Yields the product CSCc1cccc2c(C(c3ccc(F)cc3)C3CC3)c[nH]c12. Reaction SMILES: [CH3:20][S:21][CH2:22][c:23]1[cH:24][cH:25][cH:26][c:27]2[cH:28][cH:29][nH:30][c:31]12.[CH:1]1([CH:4]([OH:5])[c:6]2[cH:7][cH:8][c:9]([F:12])[cH:10][cH:11]2)[CH2:2][CH2:3]1.[Cl:32][CH2:33][Cl:34].[OH:13][C:14]([C:15]([F:16])([F:17])[F:18])=[O:19]>>[CH:1]1([CH:4]([c:6]2[cH:7][cH:8][c:9]([F:12])[cH:10][cH:11]2)[c:28]2[c:27]3[cH:26][cH:25][cH:24][c:23]([CH2:22][S:21][CH3:20])[c:31]3[nH:30][cH:29]2)[CH2:2][CH2:3]1. The reactants are F[B-](F)(F)F, CC(C)N1CCNCC1, O=C(O)C=Cc1ccc(F)cc1, CN(C)C=O, CN(C)C(On1nnc2ccccc21)=[N+](C)C. The product is CC(C)N1CCN(C(=O)C=Cc2ccc(F)cc2)CC1. As a reaction SMILES: [B-:13]([F:14])([F:15])([F:16])[F:17].[CH:35]([CH3:36])([CH3:37])[N:38]1[CH2:39][CH2:40][NH:41][CH2:42][CH2:43]1.[F:1][c:2]1[cH:3][cH:4][c:5]([CH:6]=[CH:7][C:8](=[O:9])[OH:10])[cH:11][cH:12]1.[O:44]=[CH:45][N:46]([CH3:47])[CH3:48].[n:18]1([O:19][C:20]([N:21]([CH3:22])[CH3:23])=[N+:24]([CH3:25])[CH3:26])[c:27]2[cH:28][cH:29][cH:30][cH:31][c:32]2[n:33][n:34]1>>[F:1][c:2]1[cH:3][cH:4][c:5]([CH:6]=[CH:7][C:8](=[O:10])[N:41]2[CH2:40][CH2:39][N:38]([CH:35]([CH3:36])[CH3:37])[CH2:43][CH2:42]2)[cH:11][cH:12]1.